From a dataset of the Open Reaction Database (ORD), a public repository of structured organic reaction records. describe an organic reaction: reactants, conditions, products, and yield The reactants are O=C(O)c1cncc(Cl)c1, Cc1cccc(-c2sc(C)nc2C(=O)N2CC3CC(C)CC3C2CN)c1. Product: Cc1cccc(-c2sc(C)nc2C(=O)N2CC3CC(C)CC3C2CNC(=O)c2cncc(Cl)c2)c1. Reaction SMILES: [Cl:27][c:28]1[cH:29][n:30][cH:31][c:32]([C:33](=[O:34])[OH:35])[cH:36]1.[NH2:1][CH2:2][CH:3]1[CH:4]2[CH2:5][CH:6]([CH3:26])[CH2:7][CH:8]2[CH2:9][N:10]1[C:11](=[O:12])[c:13]1[n:14][c:15]([CH3:25])[s:16][c:17]1-[c:18]1[cH:19][c:20]([CH3:24])[cH:21][cH:22][cH:23]1>>[NH:1]([CH2:2][CH:3]1[CH:4]2[CH2:5][CH:6]([CH3:26])[CH2:7][CH:8]2[CH2:9][N:10]1[C:11](=[O:12])[c:13]1[n:14][c:15]([CH3:25])[s:16][c:17]1-[c:18]1[cH:19][c:20]([CH3:24])[cH:21][cH:22][cH:23]1)[C:33]([c:32]1[cH:31][n:30][cH:29][c:28]([Cl:27])[cH:36]1)=[O:34]. Starting materials: B(Br)(Br)Br (boron tribromide), BrC1=CC=C(C=2N=C(OC21)N2CCOCC2)OC (7-bromo-4-methoxy-2-(morpholin-4-yl)-benzooxazole). Run in ClCCl (dichloromethane), ClCCl (dichloromethane). Reaction conditions: time 90 minute. The product is BrC=1C=CC(=C2N=C(OC21)N2CCOCC2)O (7-Bromo-2-(morpholin-4-yl)-benzooxazol-4-ol). Isolated yield 42.9%. RXN SMILES: B(Br)(Br)Br.[Br:5][C:6]1[C:14]2[O:13][C:12]([N:15]3[CH2:20][CH2:19][O:18][CH2:17][CH2:16]3)=[N:11][C:10]=2[C:9]([O:21]C)=[CH:8][CH:7]=1>ClCCl>[Br:5][C:6]1[CH:7]=[CH:8][C:9]([OH:21])=[C:10]2[C:14]=1[O:13][C:12]([N:15]1[CH2:20][CH2:19][O:18][CH2:17][CH2:16]1)=[N:11]2. Reported procedure: A solution of boron tribromide (25.6 ml of a 1.0M in dichloromethane) was added slowly to a stirred solution of 7-bromo-4-methoxy-2-(morpholin-4-yl)-benzooxazole (4.0 g) in dry dichloromethane (100 ml) under an atmosphere of nitrogen. The reaction mixture was stirred at room temperature for 90 mins. The mixture was partitioned between sodium hydrogencarbonate solution (50 ml) and dichloromethane (100 ml). The organic layer was separated, dried over magnesium sulphate, filtered and the solvent re... The reactants are CC(C)c1noc(C(Cl)(Cl)Cl)n1, CO, OCC1CCNCC1. Yields the product CC(C)c1noc(N2CCC(CO)CC2)n1. RXN SMILES: [CH3:1][CH:2]([CH3:3])[c:4]1[n:5][o:6][c:7]([C:9]([Cl:10])([Cl:11])[Cl:12])[n:8]1.[CH3:21][OH:22].[NH:13]1[CH2:14][CH2:15][CH:16]([CH2:19][OH:20])[CH2:17][CH2:18]1>>[CH3:1][CH:2]([CH3:3])[c:4]1[n:5][o:6][c:7]([N:13]2[CH2:14][CH2:15][CH:16]([CH2:19][OH:20])[CH2:17][CH2:18]2)[n:8]1.